This data is from the Open Reaction Database (ORD), a public repository of structured organic reaction records. The task is: describe an organic reaction: reactants, conditions, products, and yield Starting materials: C(C)(C)C1=C(C=CC=C1)C(C)C (diisopropylbenzene). The solvent is C1=CC=CC=C1 (benzene). Product: C1(=CC=CC=C1)C(C)C (cumene). As a reaction SMILES: [CH:1]([C:4]1[CH:9]=[CH:8][CH:7]=[CH:6][C:5]=1C(C)C)([CH3:3])[CH3:2]>C1C=CC=CC=1>[C:4]1([CH:1]([CH3:3])[CH3:2])[CH:9]=[CH:8][CH:7]=[CH:6][CH:5]=1. Procedure details: The process of claim 1 wherein benzene is transalkylated with diisopropylbenzene under liquid phase conditions to produce cumene. Starting materials: FC1(CN(S(N(C1)C1=C(C=C(C=C1Cl)Cl)Cl)(=O)=O)CC(=O)OCC)F (ethyl 2-(4,4-difluoro-1,1-dioxido-6-(2,4,6-trichlorophenyl)-1,2,6-thiadiazinan-2-yl)acetate), Cl (HCl), C(C)(=O)OCC (ethyl acetate), LiOH monohydrate. The solvent is O (water), O (water), C1CCOC1 (THF), CO (MeOH). Conditions: time 5 hour. The product is FC1(CN(S(N(C1)C1=C(C=C(C=C1Cl)Cl)Cl)(=O)=O)CC(=O)O)F (2-(4,4-difluoro-1,1-dioxido-6-(2,4,6-trichlorophenyl)-1,2,6-thiadiazinan-2-yl)acetic acid). RXN SMILES: [F:1][C:2]1([F:25])[CH2:7][N:6]([C:8]2[C:13]([Cl:14])=[CH:12][C:11]([Cl:15])=[CH:10][C:9]=2[Cl:16])[S:5](=[O:18])(=[O:17])[N:4]([CH2:19][C:20]([O:22]CC)=[O:21])[CH2:3]1.C(OCC)(=O)C.Cl>C1COCC1.CO.O>[F:25][C:2]1([F:1])[CH2:7][N:6]([C:8]2[C:9]([Cl:16])=[CH:10][C:11]([Cl:15])=[CH:12][C:13]=2[Cl:14])[S:5](=[O:18])(=[O:17])[N:4]([CH2:19][C:20]([OH:22])=[O:21])[CH2:3]1. Procedure details: To ethyl 2-(4,4-difluoro-1,1-dioxido-6-(2,4,6-trichlorophenyl)-1,2,6-thiadiazinan-2-yl)acetate (40 mg, 0.10 mmol) in THF (10 mL) and MeOH (10 mL), was dropwisely added LiOH monohydrate (21 mg, 0.50 mmol) in water (3 mL) and agitated for 5 hr at room temperature. After addition of ethyl acetate (30 mL) and water (30 mL), pH of the resultant was adjusted to 3 with 1 N HCl and extracted to obtain the organic layer. The organic layer was dried over MgSO4, concentrated under reduced pressure, and cry... The reactants are CS(C)=O, O=C(O)c1ccccc1I(=O)=O, NC(=O)Nc1[nH]c(-c2ccc(CO)cc2)cc1C(N)=O, O. Yields the product NC(=O)Nc1[nH]c(-c2ccc(C=O)cc2)cc1C(N)=O. As a reaction SMILES: [CH3:34][S:35](=[O:36])[CH3:37].[I:1]([c:2]1[cH:3][cH:4][cH:5][cH:6][c:7]1[C:8]([OH:9])=[O:10])(=[O:11])=[O:12].[NH2:13][C:14](=[O:15])[NH:16][c:17]1[nH:18][c:19](-[c:25]2[cH:26][cH:27][c:28]([CH2:31][OH:32])[cH:29][cH:30]2)[cH:20][c:21]1[C:22](=[O:23])[NH2:24].[OH2:33]>>[NH2:13][C:14](=[O:15])[NH:16][c:17]1[nH:18][c:19](-[c:25]2[cH:26][cH:27][c:28]([CH:31]=[O:32])[cH:29][cH:30]2)[cH:20][c:21]1[C:22](=[O:23])[NH2:24]. As a reaction SMILES: [OH:1][CH:2]1[CH:7]([C:8]2[CH:13]=[CH:12][C:11]([O:14][CH2:15]/[CH:16]=[CH:17]/[CH2:18][O:19][C:20]3[CH:25]=[CH:24][CH:23]=[CH:22][CH:21]=3)=[CH:10][CH:9]=2)[CH2:6][CH2:5][N:4]([C:26]([O:28][C:29]([CH3:32])([CH3:31])[CH3:30])=[O:27])[CH2:3]1.Br[CH2:34][C:35]1[CH:44]=[CH:43][C:42]2[C:37](=[CH:38][CH:39]=[CH:40][CH:41]=2)[CH:36]=1>>[CH:36]1[C:37]2[C:42](=[CH:41][CH:40]=[CH:39][CH:38]=2)[CH:43]=[CH:44][C:35]=1[CH2:34][O:1][CH:2]1[CH:7]([C:8]2[CH:9]=[CH:10][C:11]([O:14][CH2:15]/[CH:16]=[CH:17]/[CH2:18][O:19][C:20]3[CH:21]=[CH:22][CH:23]=[CH:24][CH:25]=3)=[CH:12][CH:13]=2)[CH2:6][CH2:5][N:4]([C:26]([O:28][C:29]([CH3:32])([CH3:31])[CH3:30])=[O:27])[CH2:3]1. Reported procedure: In an analogous manner to that described in Example 1 (g), by alkylating tert-butyl (E)-(3RS,4RS)-3-hydroxy-4-[4-(4-phenoxy-but-2-enyloxy)-phenyl]-piperidine-1-carboxylate [Example 123 (k)] with 2-bromomethyl-naphthalene there was obtained tert-butyl (E)-(3RS,4RS)-3-(naphthalen-2-ylmethoxy)-4-[4-(4-phenoxy-but-2-enyloxy)-phenyl]-piperidine-1-carboxylate as a colourless solid; MS: 580 (M+H)+. Product: C1=C(C=CC2=CC=CC=C12)COC1CN(CCC1C1=CC=C(C=C1)OC\C=C\COC1=CC=CC=C1)C(=O)OC(C)(C)C (tert-butyl (E)-(3RS,4RS)-3-(naphthalen-2-ylmethoxy)-4-[4-(4-phenoxy-but-2-enyloxy)-phenyl]-piperidine-1-carboxylate). Starting materials: Example 1 ( g ), BrCC1=CC2=CC=CC=C2C=C1 (2-bromomethyl-naphthalene), OC1CN(CCC1C1=CC=C(C=C1)OC\C=C\COC1=CC=CC=C1)C(=O)OC(C)(C)C (tert-butyl (E)-(3RS,4RS)-3-hydroxy-4-[4-(4-phenoxy-but-2-enyloxy)-phenyl]-piperidine-1-carboxylate), Example 123 ( k ). The reactants are BrC1=C(C(=CC(=C1)Cl)N(C(C)=O)C1=CC(=C(C(=C1)C(C)(C)C)O)C(C)(C)C)O (2-bromo-4-chloro-6-(3,5-di-t-butyl-4-hydroxy-phenyl acetyl-amino)-phenol), P(=O)(Cl)(Cl)Cl (phosphorus oxychloride). Solvent: C1(=CC=CC=C1)C (toluene). The product is O1C=NC2=C1C=CC=C2 (benzoxazole). Isolated yield 368.0%. As a reaction SMILES: Br[C:2]1[CH:7]=[C:6](Cl)[CH:5]=[C:4]([N:9](C2C=C(C(C)(C)C)C(O)=C(C(C)(C)C)C=2)[C:10](=O)C)[C:3]=1[OH:28].P(Cl)(Cl)(Cl)=O>C1(C)C=CC=CC=1>[O:28]1[C:3]2[CH:2]=[CH:7][CH:6]=[CH:5][C:4]=2[N:9]=[CH:10]1. Reported procedure: A solution of 2-bromo-4-chloro-6-(3,5-di-t-butyl-4-hydroxy-phenyl acetyl-amino)-phenol (35.67 g, 76.1 mmol) and phosphorus oxychloride (41.8 ml, 457 mmol) in toluene was heated under reflux for 1 hour. Volatiles were removed in-vacuo and residual amounts of phosphorus oxychloride removed by azeotropic distillation with toluene (2×50 ml). The residue was taken up in acetone (50 ml) and ether (100 ml), and treated with water (100 ml) and saturated aqueous sodium bicarbonate solution (100 ml). The ...